From a dataset of the Open Reaction Database (ORD), a public repository of structured organic reaction records. describe an organic reaction: reactants, conditions, products, and yield Reactants: CCOC(=O)Cl, N#Cc1ccc(OCC(O)CN2CC3CNCC(C3)C2)cc1, ClCCl, [Na+], [OH-]. The product is CCOC(=O)N1CC2CC(CN(CC(O)COc3ccc(C#N)cc3)C2)C1. RXN SMILES: [CH2:1]([CH3:2])[O:3][C:4](=[O:5])[Cl:6].[CH:7]12[CH2:8][N:9]([CH2:16][CH:17]([CH2:18][O:19][c:20]3[cH:21][cH:22][c:23]([C:24]#[N:25])[cH:26][cH:27]3)[OH:28])[CH2:10][CH:11]([CH2:12][NH:13][CH2:14]1)[CH2:15]2.[Cl:31][CH2:32][Cl:33].[Na+:30].[OH-:29]>>[CH2:1]([CH3:2])[O:3][C:4](=[O:5])[N:13]1[CH2:12][CH:11]2[CH2:10][N:9]([CH2:16][CH:17]([CH2:18][O:19][c:20]3[cH:21][cH:22][c:23]([C:24]#[N:25])[cH:26][cH:27]3)[OH:28])[CH2:8][CH:7]([CH2:14]1)[CH2:15]2. Starting materials: C(C)(=O)NC=1SC=C(N1)CCN1CCN(CC1)C(C1=CC=CC=C1)C1=CC=CC=C1 (2-acetamido-4-[2-(4-benzhydrylpiperazin-1-yl)ethyl]thiazole), Cl (hydrochloric acid). The solvent is CO (methanol). Yields the product Cl.Cl.Cl.NC=1SC=C(N1)CCN1CCN(CC1)C(C1=CC=CC=C1)C1=CC=CC=C1 (2-amino-4-[2-(4-benzhydrylpiperazin-1-yl)ethyl]thiazole trihydrochloride). As a reaction SMILES: C([NH:4][C:5]1[S:6][CH:7]=[C:8]([CH2:10][CH2:11][N:12]2[CH2:17][CH2:16][N:15]([CH:18]([C:25]3[CH:30]=[CH:29][CH:28]=[CH:27][CH:26]=3)[C:19]3[CH:24]=[CH:23][CH:22]=[CH:21][CH:20]=3)[CH2:14][CH2:13]2)[N:9]=1)(=O)C.[ClH:31]>CO>[ClH:31].[ClH:31].[ClH:31].[NH2:4][C:5]1[S:6][CH:7]=[C:8]([CH2:10][CH2:11][N:12]2[CH2:17][CH2:16][N:15]([CH:18]([C:25]3[CH:30]=[CH:29][CH:28]=[CH:27][CH:26]=3)[C:19]3[CH:24]=[CH:23][CH:22]=[CH:21][CH:20]=3)[CH2:14][CH2:13]2)[N:9]=1 |f:3.4.5.6|. Reported procedure: A mixture of 2-acetamido-4-[2-(4-benzhydrylpiperazin-1-yl)ethyl]thiazole (3.75 g), methanol (26 ml) and conc. hydrochloric acid (13 ml) was refluxed under heating for 2.5 hours. After concentration of the reaction mixture, the concentrate was recrystallized from methanol to obtain white crystals (3.4 g) of 2-amino-4-[2-(4-benzhydrylpiperazin-1-yl)ethyl]thiazole trihydrochloride, mp 188°-190° C. Reactants: CC(=O)[O-], CC(C)C1CC(=O)CC(=O)C1, [NH4+]. The product is CC(C)C1CC(=O)C=C(N)C1. RXN SMILES: [CH3:13][C:14](=[O:15])[O-:16].[CH:1]([CH3:2])([CH3:3])[CH:4]1[CH2:5][C:6](=[O:11])[CH2:7][C:8](=[O:10])[CH2:9]1.[NH4+:12]>>[CH:1]([CH3:2])([CH3:3])[CH:4]1[CH2:5][C:6](=[O:11])[CH:7]=[C:8]([NH2:12])[CH2:9]1. Conditions: time 30 minute. The yield is 39.3%. RXN SMILES: [H-].[Na+].[CH3:3][C:4]([C:6]1[O:10][C:9]2[CH:11]=[CH:12][CH:13]=[C:14]([OH:15])[C:8]=2[C:7]=1[CH3:16])=[O:5].S(C1C=CC([N+]([O-])=O)=CC=1)(O[CH2:21][C@H:22]1[O:24][CH2:23]1)(=O)=O>CN(C=O)C>[CH3:3][C:4]([C:6]1[O:10][C:9]2[CH:11]=[CH:12][CH:13]=[C:14]([O:15][CH2:21][C@H:22]3[O:24][CH2:23]3)[C:8]=2[C:7]=1[CH3:16])=[O:5] |f:0.1|. Product: CC(=O)C1=C(C2=C(O1)C=CC=C2OC[C@@H]2CO2)C ((S)-4-glycidyloxy-3-methylbenzo(b)furan-2-yl methyl ketone). Reported procedure: To a suspension (60 ml) of sodium hydride (1.4 g) in DMF was added dropwise a solution (30 ml) of 4-hydroxy-3-methylbenzo(b)furan-2-yl methyl ketone (6.1 g) in DMF under ice-cooling and the mixture was stirred at room temperature for 30 min. To this reaction mixture was added dropwise under ice-cooling a solution (30 ml) of (S)-glycidyl nosylate (9.1 g) in DMF, and the mixture was stirred for 2 hr. The reaction mixture was poured into ice water and extracted with ethyl acetate. The organic layer... Starting materials: S(=O)(=O)(OC[C@@H]1CO1)C1=CC=C([N+](=O)[O-])C=C1 ((S)-glycidyl nosylate), [H-].[Na+] (sodium hydride), CC(=O)C1=C(C2=C(O1)C=CC=C2O)C (4-hydroxy-3-methylbenzo(b)furan-2-yl methyl ketone), ice water. Run in CN(C)C=O (DMF), CN(C)C=O (DMF), CN(C)C=O (DMF). Reactants: COC(=O)CN(CCc1ccccc1)P(=O)(c1ccccc1)c1ccccc1, C[O-], CO, Cl, Cl, NO, [Na+]. Product: O=C(CN(CCc1ccccc1)P(=O)(c1ccccc1)c1ccccc1)NO. As a reaction SMILES: [CH3:1][O:2][C:3]([CH2:4][N:5]([CH2:6][CH2:7][c:8]1[cH:9][cH:10][cH:11][cH:12][cH:13]1)[P:14](=[O:15])([c:16]1[cH:17][cH:18][cH:19][cH:20][cH:21]1)[c:22]1[cH:23][cH:24][cH:25][cH:26][cH:27]1)=[O:28].[CH3:32][O-:33].[CH3:36][OH:37].[ClH:29].[ClH:35].[NH2:30][OH:31].[Na+:34]>>[O:2]=[C:3]([CH2:4][N:5]([CH2:6][CH2:7][c:8]1[cH:9][cH:10][cH:11][cH:12][cH:13]1)[P:14](=[O:15])([c:16]1[cH:17][cH:18][cH:19][cH:20][cH:21]1)[c:22]1[cH:23][cH:24][cH:25][cH:26][cH:27]1)[NH:30][OH:31]. The reactants are C(CCC)NC1=NC=2N(C3=C1C=NC1=C3C=NN1CC1=CC=CO1)N=C(C2)C (N-butyl-8-furfuryl-2-methyl-8H-pyrazolo-[1,5-a]pyrazolo[4', 3':5,6]pyrido[3,4-e]pyrimidin-5-amine), COCCOCCOC (diethyleneglycol dimethyl ether), [Se](=O)=O (selenium dioxide). Run at time 2 hour. Yields the product C(CCC)NC1=NC=2N(C3=C1C=NC1=C3C=NN1)N=C(C2)C (N-Butyl-2-methyl-8H-pyrazolo[1,5-a]pyrazolo[4',3':5,6]-pyrido[3,4-e]pyrimidin-5-amine). As a reaction SMILES: [CH2:1]([NH:5][C:6]1[C:11]2[CH:12]=[N:13][C:14]3[N:18](CC4OC=CC=4)[N:17]=[CH:16][C:15]=3[C:10]=2[N:9]2[N:25]=[C:26]([CH3:28])[CH:27]=[C:8]2[N:7]=1)[CH2:2][CH2:3][CH3:4].COCCOCCOC.[Se](=O)=O>>[CH2:1]([NH:5][C:6]1[C:11]2[CH:12]=[N:13][C:14]3[NH:18][N:17]=[CH:16][C:15]=3[C:10]=2[N:9]2[N:25]=[C:26]([CH3:28])[CH:27]=[C:8]2[N:7]=1)[CH2:2][CH2:3][CH3:4]. Procedure details: 0.01 mol of N-butyl-8-furfuryl-2-methyl-8H-pyrazolo-[1,5-a]pyrazolo[4', 3':5,6]pyrido[3,4-e]pyrimidin-5-amine is heated in 50 ml of diethyleneglycol dimethyl ether containing 0.01 mol of selenium dioxide a reflux temperature with stirring for two hours. The mixture is filtered hot and evaporated to dryness. N-butyl-2-methyl-8H-pyrazolo[1,5-a]-pyrazolo[4',3':5,6]pyrido[3,4-e]pyrimidin-5-amine remains. Reactants: COc1cc(-c2cn(C3CCOCC3)c3ncnc(N)c23)ccc1NC(=O)Oc1ccccc1, O=C1CCC(CO)N1, c1ccncc1. Product: COc1cc(-c2cn(C3CCOCC3)c3ncnc(N)c23)ccc1NC(=O)OCC1CCC(=O)N1. Reaction SMILES: [NH2:1][c:2]1[c:3]2[c:4]([n:5][cH:6][n:7]1)[n:8]([CH:29]1[CH2:30][CH2:31][O:32][CH2:33][CH2:34]1)[cH:9][c:10]2-[c:11]1[cH:12][c:13]([O:27][CH3:28])[c:14]([NH:17][C:18]([O:19][c:21]2[cH:22][cH:23][cH:24][cH:25][cH:26]2)=[O:20])[cH:15][cH:16]1.[OH:35][CH2:36][CH:37]1[CH2:38][CH2:39][C:40](=[O:42])[NH:41]1.[cH:43]1[cH:44][cH:45][n:46][cH:47][cH:48]1>>[NH2:1][c:2]1[c:3]2[c:4]([n:5][cH:6][n:7]1)[n:8]([CH:29]1[CH2:30][CH2:31][O:32][CH2:33][CH2:34]1)[cH:9][c:10]2-[c:11]1[cH:12][c:13]([O:27][CH3:28])[c:14]([NH:17][C:18](=[O:19])[O:35][CH2:36][CH:37]2[CH2:38][CH2:39][C:40](=[O:42])[NH:41]2)[cH:15][cH:16]1.